From a dataset of the Open Reaction Database (ORD), a public repository of structured organic reaction records. describe an organic reaction: reactants, conditions, products, and yield Starting materials: [Br-], [Li]CCCC, CC[Mg+], C[Si](C)(C)N[Si](C)(C)C, CCCCCC, COc1ccc(C=O)cc1OC1CCc2ccccc21, [Cl-], [NH4+], C1CCOC1. The product is CCC(N)c1ccc(OC)c(OC2CCc3ccccc32)c1. RXN SMILES: [Br-:35].[CH2:10]([Li:11])[CH2:14][CH2:12][CH3:13].[CH2:36]([Mg+:37])[CH3:38].[CH3:1][Si:2]([CH3:3])([CH3:4])[NH:5][Si:6]([CH3:7])([CH3:8])[CH3:9].[CH3:46][CH2:47][CH2:48][CH2:49][CH2:50][CH3:51].[CH:15]1([O:24][c:25]2[cH:26][c:27]([CH:28]=[O:29])[cH:30][cH:31][c:32]2[O:33][CH3:34])[CH2:16][CH2:17][c:18]2[cH:19][cH:20][cH:21][cH:22][c:23]21.[Cl-:39].[NH4+:40].[O:41]1[CH2:42][CH2:43][CH2:44][CH2:45]1>>[CH2:12]([CH3:13])[CH:28]([c:27]1[cH:26][c:25]([O:24][CH:15]2[CH2:16][CH2:17][c:18]3[cH:19][cH:20][cH:21][cH:22][c:23]32)[c:32]([O:33][CH3:34])[cH:31][cH:30]1)[NH2:40]. The reactants are Cn1ncc2cc(Br)c(F)cc21, C1CCOC1, [Li]CCCC, CC(=O)c1cnc2ccc(Cl)nn12. The product is Cn1ncc2cc(C(C)(O)c3cnc4ccc(Cl)nn34)c(F)cc21. Reaction SMILES: [Br:1][c:2]1[cH:3][c:4]2[cH:5][n:6][n:7]([CH3:12])[c:8]2[cH:9][c:10]1[F:11].[CH2:31]1[O:32][CH2:33][CH2:34][CH2:35]1.[CH3:13][CH2:14][CH2:15][CH2:16][Li:17].[Cl:18][c:19]1[cH:20][cH:21][c:22]2[n:23]([n:24]1)[c:25]([C:28]([CH3:29])=[O:30])[cH:26][n:27]2>>[c:2]1([C:28]([c:25]2[n:23]3[c:22]([cH:21][cH:20][c:19]([Cl:18])[n:24]3)[n:27][cH:26]2)([CH3:29])[OH:30])[cH:3][c:4]2[cH:5][n:6][n:7]([CH3:12])[c:8]2[cH:9][c:10]1[F:11]. Reactants: CCBr, CC#N, Nn1cnnc1. Product: [Br-], CC[n+]1cn(N)cn1. As a reaction SMILES: [CH2:7]([CH3:8])[Br:9].[CH3:10][C:11]#[N:12].[NH2:1][n:2]1[cH:3][n:4][n:5][cH:6]1>>[Br-:9].[NH2:1][n:2]1[cH:3][n:4][n+:5]([CH2:7][CH3:8])[cH:6]1. Reactants: O=c1ccn(-c2cccc(C(F)(F)F)c2)nc1Br, O=C([O-])[O-], COCCOC, [Na+], [Na+], O, OB(O)c1ccsc1-c1ccccc1, c1ccc(P(c2ccccc2)(c2ccccc2)[Pd](P(c2ccccc2)(c2ccccc2)c2ccccc2)(P(c2ccccc2)(c2ccccc2)c2ccccc2)P(c2ccccc2)(c2ccccc2)c2ccccc2)cc1. Yields the product O=c1ccn(-c2cccc(C(F)(F)F)c2)nc1-c1ccsc1-c1ccccc1. RXN SMILES: [Br:1][c:2]1[n:3][n:4](-[c:9]2[cH:10][c:11]([C:15]([F:16])([F:17])[F:18])[cH:12][cH:13][cH:14]2)[cH:5][cH:6][c:7]1=[O:8].[C:33](=[O:34])([O-:35])[O-:36].[CH3:39][O:40][CH2:41][CH2:42][O:43][CH3:44].[Na+:37].[Na+:38].[OH2:45].[c:19]1(-[c:25]2[s:26][cH:27][cH:28][c:29]2[B:30]([OH:31])[OH:32])[cH:20][cH:21][cH:22][cH:23][cH:24]1.[cH:46]1[cH:47][cH:48][c:49]([P:50]([Pd:51]([P:52]([c:53]2[cH:54][cH:55][cH:56][cH:57][cH:58]2)([c:59]2[cH:60][cH:61][cH:62][cH:63][cH:64]2)[c:65]2[cH:66][cH:67][cH:68][cH:69][cH:70]2)([P:71]([c:72]2[cH:73][cH:74][cH:75][cH:76][cH:77]2)([c:78]2[cH:79][cH:80][cH:81][cH:82][cH:83]2)[c:84]2[cH:85][cH:86][cH:87][cH:88][cH:89]2)[P:90]([c:91]2[cH:92][cH:93][cH:94][cH:95][cH:96]2)([c:97]2[cH:98][cH:99][cH:100][cH:101][cH:102]2)[c:103]2[cH:104][cH:105][cH:106][cH:107][cH:108]2)([c:109]2[cH:110][cH:111][cH:112][cH:113][cH:114]2)[c:115]2[cH:116][cH:117][cH:118][cH:119][cH:120]2)[cH:121][cH:122]1>>[c:2]1(-[c:29]2[c:25](-[c:19]3[cH:20][cH:21][cH:22][cH:23][cH:24]3)[s:26][cH:27][cH:28]2)[n:3][n:4](-[c:9]2[cH:10][c:11]([C:15]([F:16])([F:17])[F:18])[cH:12][cH:13][cH:14]2)[cH:5][cH:6][c:7]1=[O:8]. The reactants are C(C)OP(OCC)(=O)CCCN(CC1=CC=C(C=C1)Cl)CC1=CC=C(C=C1)Cl (3-[N,N-bis-(4-chlorobenzyl)amino]propylphosphonic acid diethyl ester), C(C)(C)O (isopropyl alcohol). Run in Cl (HCl). Product: ClC1=CC=C(CN(CC2=CC=C(C=C2)Cl)CCCP(O)(O)=O)C=C1 (3-[N,N-bis-(4-Chlorobenzyl)amino]propyl phosphonic acid). As a reaction SMILES: C([O:3][P:4]([CH2:9][CH2:10][CH2:11][N:12]([CH2:21][C:22]1[CH:27]=[CH:26][C:25]([Cl:28])=[CH:24][CH:23]=1)[CH2:13][C:14]1[CH:19]=[CH:18][C:17]([Cl:20])=[CH:16][CH:15]=1)(=[O:8])[O:5]CC)C.C(O)(C)C>Cl>[Cl:28][C:25]1[CH:24]=[CH:23][C:22]([CH2:21][N:12]([CH2:11][CH2:10][CH2:9][P:4](=[O:3])([OH:5])[OH:8])[CH2:13][C:14]2[CH:15]=[CH:16][C:17]([Cl:20])=[CH:18][CH:19]=2)=[CH:27][CH:26]=1. Procedure details: 3-[N,N-bis-(4-chlorobenzyl)amino]propyl phosphonic acid diethyl ester (prepared according to Example 1) was dissolved in 8N HCl (25 ml), then a small amount of isopropyl alcohol added to effect solution. After heating for 6 hours, evaporation gave the title compound as a glass. The reactants are COC=1C(=CC(=C(C1)NC1CCN(CC1)C(=O)OC(C)(C)C)[N+](=O)[O-])Cl (1,1-Dimethylethyl 4-[(5-methoxy-4-chloro-2-nitrophenyl)amino]-piperidinecarboxylate), O.NN (hydrazine monohydrate). Reagents/catalysts: [Ni] (Raney nickel). Solvent: C(C)O (ethanol). Conditions: temperature 40 celsius, time 30 minute. Yields the product NC1=C(C=C(C(=C1)Cl)OC)NC1CCN(CC1)C(=O)OC(C)(C)C (1,1-Dimethylethyl 4-[(2-amino-4-chloro-5-methoxyphenyl)amino]-1-piperidinecarboxylate). RXN SMILES: [CH3:1][O:2][C:3]1[C:4]([Cl:26])=[CH:5][C:6]([N+:23]([O-])=O)=[C:7]([NH:9][CH:10]2[CH2:15][CH2:14][N:13]([C:16]([O:18][C:19]([CH3:22])([CH3:21])[CH3:20])=[O:17])[CH2:12][CH2:11]2)[CH:8]=1.O.NN>C(O)C.[Ni]>[NH2:23][C:6]1[CH:5]=[C:4]([Cl:26])[C:3]([O:2][CH3:1])=[CH:8][C:7]=1[NH:9][CH:10]1[CH2:11][CH2:12][N:13]([C:16]([O:18][C:19]([CH3:22])([CH3:21])[CH3:20])=[O:17])[CH2:14][CH2:15]1 |f:1.2|. Procedure details: 1,1-Dimethylethyl 4-[(5-methoxy-4-chloro-2-nitrophenyl)amino]-piperidinecarboxylate (D47) (400 mg) was dissolved in ethanol (10 ml) and Raney nickel (50% aqueous suspension, 1.0 ml) was added at room temperature; the mixture was heated to 40° C. and hydrazine monohydrate (0.5 ml) was added over 30 min. After 30 min more, the reaction mixture was cooled to room temperature, filtered through Celite evaporated and chromatographed on silica gel eluting with ethyl acetate-hexane mixtures to yield the...